describe an organic reaction: reactants, conditions, products, and yield From a dataset of the Open Reaction Database (ORD), a public repository of structured organic reaction records. Starting materials: N(=O)[O-].[Na+] (sodium nitrite), C([O-])([O-])=O.[Na+].[Na+] (sodium carbonate), NC=1C=CC2=C(CN3C(C(N2C)=O)CCC3)C1 (7-amino-1,2,3,5,10,11a- hexahydro-10-methyl-11H-pyrrolo[2,1-c] [1,4]benzodiazepin-11- one), Cl (hydrochloric acid). The solvent is O (water). Reaction conditions: time 20 minute. The product is OC=1C=CC2=C(CN3C(C(N2C)=O)CCC3)C1 (1,2,3,5,10,11a- hexahydro-7-hydroxy-10-methyl-11H-pyrrolo[2,1-c] [1,4]benzodiazepin- 11-one). As a reaction SMILES: N([O-])=O.[Na+].N[C:6]1[CH:7]=[CH:8][C:9]2[N:15]([CH3:16])[C:14](=[O:17])[CH:13]3[CH2:18][CH2:19][CH2:20][N:12]3[CH2:11][C:10]=2[CH:21]=1.Cl.C(=O)([O-])[O-:24].[Na+].[Na+]>O>[OH:24][C:6]1[CH:7]=[CH:8][C:9]2[N:15]([CH3:16])[C:14](=[O:17])[CH:13]3[CH2:18][CH2:19][CH2:20][N:12]3[CH2:11][C:10]=2[CH:21]=1 |f:0.1,4.5.6|. Reported procedure: A solution of 3.5 g. of sodium nitrite in 30 ml. of water is added over a 30 minute period at 90°-95°C. to a rapidly stirred solution of 11.5 g. of 7-amino-1,2,3,5,10,11a- hexahydro-10-methyl-11H-pyrrolo[2,1-c] [1,4]benzodiazepin-11- one in 600 ml. of 0.05N hydrochloric acid. The solution is held at this temperature for 20 minutes longer, cooled, treated with an excess of sodium carbonate and the crude product is extracted into benzene. The benzene solution is concentrated to remove the solvent ...